Dataset: the Open Reaction Database (ORD), a public repository of structured organic reaction records. Task: describe an organic reaction: reactants, conditions, products, and yield Reactants: O=C1CC2C1CC(Br)C2Br, CNCCCCCCCCCO[Si](C)(C)C(C)(C)C, CC(C)=O. Product: CN(CCCCCCCCCO[Si](C)(C)C(C)(C)C)C1C2CC(Br)C1CC2=O. As a reaction SMILES: [Br:1][CH:2]1[CH:3]2[CH2:4][C:5](=[O:10])[CH:6]2[CH2:7][CH:8]1[Br:9].[C:11]([CH3:12])([CH3:13])([CH3:14])[Si:15]([O:16][CH2:17][CH2:18][CH2:19][CH2:20][CH2:21][CH2:22][CH2:23][CH2:24][CH2:25][NH:26][CH3:27])([CH3:28])[CH3:29].[CH3:30][C:31](=[O:32])[CH3:33]>>[CH:2]12[CH:3]([N:26]([CH2:25][CH2:24][CH2:23][CH2:22][CH2:21][CH2:20][CH2:19][CH2:18][CH2:17][O:16][Si:15]([C:11]([CH3:12])([CH3:13])[CH3:14])([CH3:28])[CH3:29])[CH3:27])[CH:6]([C:5](=[O:10])[CH2:4]1)[CH2:7][CH:8]2[Br:9]. Starting materials: [Na] (sodium), [N+](=O)([O-])NC(=N)N (nitroguanidine), C(=O)C(C(=O)OCC)CC1=CC(N(C=C1)CCCC)=O (ethyl α-formyl-β-(N-n-butyl-2-oxo-4-pyridyl)propionate). Run in CO (methanol), CO (methanol), CO (methanol), O (water). Conditions: temperature 0 celsius. Product: [N+](=O)([O-])NC1=NC=C(C(N1)=O)CC1=CC(N(C=C1)CCCC)=O (2-Nitroamino-5-(1-n-butyl-2-oxopyridin-4-ylmethyl)pyrimidin-4-one). RXN SMILES: [Na].[N+:2]([NH:5][C:6]([NH2:8])=[NH:7])([O-:4])=[O:3].[CH:9]([CH:11]([CH2:17][C:18]1[CH:23]=[CH:22][N:21]([CH2:24][CH2:25][CH2:26][CH3:27])[C:20](=[O:28])[CH:19]=1)[C:12](OCC)=O)=[O:10]>CO.O>[N+:2]([NH:5][C:6]1[NH:8][C:9](=[O:10])[C:11]([CH2:17][C:18]2[CH:23]=[CH:22][N:21]([CH2:24][CH2:25][CH2:26][CH3:27])[C:20](=[O:28])[CH:19]=2)=[CH:12][N:7]=1)([O-:4])=[O:3] |^1:0|. Procedure details: To a stirred solution of sodium (6.77 g) in methanol (120 ml) was added nitroguanidine (27.25 g. containing 25% water) and methanol (30 ml). The mixture was refluxed for 45 minutes and then was added dropwise ethyl α-formyl-β-(N-n-butyl-2-oxo-4-pyridyl)propionate (54.85 g) in methanol (150 ml) over 90 minutes. The reaction mixture was refluxed for 23 hours and evaporated under reduced pressure to give an oil. This oil was dissolved in water (200 ml) and extracted with chloroform (3×65 ml). The c... The reactants are C(C1=CC=CC=C1)(=O)N1N(CCN(CC1)C1=CC=CC=C1)C(C1=CC=CC=C1)=O (1,2-dibenzoylhexahydro-5 phenyl-1H-1,2,5-triazepine), Cl (hydrochloric acid), O (water), Cl (hydrochloric acid), O (water). Solvent: C(CCC)O (n-butanol), C(CCC)O (n-Butanol). Reaction conditions: time 3 day. Yields the product C1(=CC=CC=C1)N1CCNNCC1 (Hexahydro-5-phenyl-1H-1,2,5-triazepine). RXN SMILES: C([N:9]1[CH2:15][CH2:14][N:13]([C:16]2[CH:21]=[CH:20][CH:19]=[CH:18][CH:17]=2)[CH2:12][CH2:11][N:10]1C(=O)C1C=CC=CC=1)(=O)C1C=CC=CC=1.Cl.O>C(O)CCC>[C:16]1([N:13]2[CH2:14][CH2:15][NH:9][NH:10][CH2:11][CH2:12]2)[CH:17]=[CH:18][CH:19]=[CH:20][CH:21]=1. Procedure details: A mixture of 1,2-dibenzoylhexahydro-5 phenyl-1H-1,2,5-triazepine (101.3 g), n-butanol (450 ml), 12N hydrochloric acid (915 ml) and water (915 ml) was mechanically stirred and heated under reflux on a steam bath overnight. Additional 12N hydrochloric acid (400 ml) and water (400 ml) were added and stirring and heating under reflux on a stea bath were continued for three days. n-Butanol (150 ml) was added and stirring and heating under reflux on a steam bath were continued for a further three days... Starting materials: O=[N+]([O-])c1cccc(-c2cc(Cl)ncn2)c1, CCCS(=O)(=O)Nc1cc(N)ccc1C, [Na+], O=C([O-])O, O. The product is CCCS(=O)(=O)Nc1cc(Nc2cc(-c3cccc([N+](=O)[O-])c3)ncn2)ccc1C. RXN SMILES: [Cl:16][c:17]1[n:18][cH:19][n:20][c:21](-[c:23]2[cH:24][c:25]([N+:29](=[O:30])[O-:31])[cH:26][cH:27][cH:28]2)[cH:22]1.[NH2:1][c:2]1[cH:3][cH:4][c:5]([CH3:15])[c:6]([NH:8][S:9](=[O:10])(=[O:11])[CH2:12][CH2:13][CH3:14])[cH:7]1.[Na+:36].[O-:32][C:33]([OH:34])=[O:35].[OH2:37]>>[NH:1]([c:2]1[cH:3][cH:4][c:5]([CH3:15])[c:6]([NH:8][S:9](=[O:10])(=[O:11])[CH2:12][CH2:13][CH3:14])[cH:7]1)[c:17]1[n:18][cH:19][n:20][c:21](-[c:23]2[cH:24][c:25]([N+:29](=[O:30])[O-:31])[cH:26][cH:27][cH:28]2)[cH:22]1. Reactants: BrCCC1=CC=CC=C1 ((2-bromoethyl)benzene), O (water), ice, COC1=CC=C(CN2N=CC=3C2=NC=C2C3C(NC2=O)=O)C=C1 (3-(4-methoxybenzyl)pyrazolo[3,4-b]pyrrolo[3,4-d]pyridine-6,8(3H,7H)-dione), [H-].[Na+] (sodium hydride). Solvent: CN(C=O)C (N,N-dimethylformamide). Run at time 10 minute. The product is COC1=CC=C(CN2N=CC=3C2=NC=C2C3C(N(C2=O)CCC2=CC=CC=C2)=O)C=C1 (3-(4-methoxybenzyl)-7-phenethylpyrazolo[3,4-b]pyrrolo[3,4-d]pyridine-6,8(3H,7H)-dione). Isolated yield 59.9%. As a reaction SMILES: [CH3:1][O:2][C:3]1[CH:23]=[CH:22][C:6]([CH2:7][N:8]2[C:12]3=[N:13][CH:14]=[C:15]4[C:19](=[O:20])[NH:18][C:17](=[O:21])[C:16]4=[C:11]3[CH:10]=[N:9]2)=[CH:5][CH:4]=1.[H-].[Na+].Br[CH2:27][CH2:28][C:29]1[CH:34]=[CH:33][CH:32]=[CH:31][CH:30]=1.O>CN(C)C=O>[CH3:1][O:2][C:3]1[CH:4]=[CH:5][C:6]([CH2:7][N:8]2[C:12]3=[N:13][CH:14]=[C:15]4[C:19](=[O:20])[N:18]([CH2:27][CH2:28][C:29]5[CH:34]=[CH:33][CH:32]=[CH:31][CH:30]=5)[C:17](=[O:21])[C:16]4=[C:11]3[CH:10]=[N:9]2)=[CH:22][CH:23]=1 |f:1.2|. Procedure details: To an ice cooled solution of 3-(4-methoxybenzyl)pyrazolo[3,4-b]pyrrolo[3,4-d]pyridine-6,8(3H,7H)-dione (2.5 g, 8.1 mmol) in anhydrous N,N-dimethylformamide (25 ml), sodium hydride (60% emulsion in paraffin oil, 500 mg, 12 mmol) was added. The reaction mixture was warmed to room temperature and stirred for 10 minutes. The reaction mixture was again cooled to 0° C. and (2-bromoethyl)benzene (1.5 ml, 8.9 mmol) was added. The solution was then heated to 90° C. for 2 hours. The reaction was monitored...